From a dataset of the Open Reaction Database (ORD), a public repository of structured organic reaction records. describe an organic reaction: reactants, conditions, products, and yield Starting materials: CO, CCOC(C)=O, FC(F)(F)c1ccc(Oc2ccc(OCc3ccccc3)cc2)c(Cl)c1, [H][H]. Product: Oc1ccc(Oc2ccc(C(F)(F)F)cc2Cl)cc1. As a reaction SMILES: [CH3:27][OH:28].[CH3:31][CH2:32][O:33][C:34](=[O:35])[CH3:36].[Cl:1][c:2]1[c:3]([O:12][c:13]2[cH:14][cH:15][c:16]([O:19][CH2:20][c:21]3[cH:22][cH:23][cH:24][cH:25][cH:26]3)[cH:17][cH:18]2)[cH:4][cH:5][c:6]([C:8]([F:9])([F:10])[F:11])[cH:7]1.[H:29][H:30]>>[Cl:1][c:2]1[c:3]([O:12][c:13]2[cH:14][cH:15][c:16]([OH:19])[cH:17][cH:18]2)[cH:4][cH:5][c:6]([C:8]([F:9])([F:10])[F:11])[cH:7]1. The reactants are COC(=O)C1C2C(N(C1)C(=O)C1CC1)CCN2C(C(C2CCCCC2)NC(=O)OC(C)(C)C)=O (4-(2-tert-Butoxycarbonylamino-2-cyclohexyl-acetyl)-1-cyclopropanecarbonyl-octahydro-pyrrolo[3,2-b]pyrrole-3-carboxylic acid methyl ester), [OH-].[Na+] (NaOH). Solvent: CO (MeOH). Run at time 4 hour. Yields the product C(C)(C)(C)OC(=O)NC(C(=O)N1CCC2N(CC(C21)C(=O)O)C(=O)C2CC2)C2CCCCC2 (4-(2-tert-Butoxycarbonylamino-2-cyclohexyl-acetyl)-1-cyclopropanecarbonyl-octahydro-pyrrolo[3,2-b]pyrrole-3-carboxylic acid). The yield is 109.3%. RXN SMILES: C[O:2][C:3]([CH:5]1[CH2:9][N:8]([C:10]([CH:12]2[CH2:14][CH2:13]2)=[O:11])[CH:7]2[CH2:15][CH2:16][N:17]([C:18](=[O:34])[CH:19]([NH:26][C:27]([O:29][C:30]([CH3:33])([CH3:32])[CH3:31])=[O:28])[CH:20]3[CH2:25][CH2:24][CH2:23][CH2:22][CH2:21]3)[CH:6]12)=[O:4].[OH-].[Na+]>CO>[C:30]([O:29][C:27]([NH:26][CH:19]([CH:20]1[CH2:25][CH2:24][CH2:23][CH2:22][CH2:21]1)[C:18]([N:17]1[CH:6]2[CH:7]([N:8]([C:10]([CH:12]3[CH2:13][CH2:14]3)=[O:11])[CH2:9][CH:5]2[C:3]([OH:4])=[O:2])[CH2:15][CH2:16]1)=[O:34])=[O:28])([CH3:33])([CH3:31])[CH3:32] |f:1.2|. Procedure details: A solution of 44 (580 mg, 1.21 mmol) in MeOH (20 mL) was treated with 1M NaOH (4 mL) at ambient temperature. After 4 h, the solution was concentrated and diluted with EtOAc and 1M HCl. The layers were separated and the aqueous phase was extracted with EtOAc. The combined organic extracts were washed successively with 1M HCl, and brine, dried over anhydrous Na2SO4, filtered and concentrated to afford 45 (613 mg) as a yellow-colored foam which was used without further purification. Mass spectrum, ... Run in O1CCOCC1 (dioxane). RXN SMILES: C([N:4]([C:11]1[CH:16]=[CH:15][C:14]([C:17]2[O:18][C:19]3[C:27]([F:28])=[CH:26][C:25]([F:29])=[C:24]([NH:30][CH2:31][CH2:32][CH2:33][CH2:34][CH2:35][CH3:36])[C:20]=3[C:21](=[O:23])[CH:22]=2)=[CH:13][C:12]=1[F:37])[CH2:5][C:6]([O:8]CC)=[O:7])(=O)C.Cl.O>O1CCOCC1>[C:6]([CH2:5][NH:4][C:11]1[CH:16]=[CH:15][C:14]([C:17]2[O:18][C:19]3[C:27]([F:28])=[CH:26][C:25]([F:29])=[C:24]([NH:30][CH2:31][CH2:32][CH2:33][CH2:34][CH2:35][CH3:36])[C:20]=3[C:21](=[O:23])[CH:22]=2)=[CH:13][C:12]=1[F:37])([OH:8])=[O:7]. Reactants: Cl (hydrochloric acid), C(C)(=O)N(CC(=O)OCC)C1=C(C=C(C=C1)C=1OC2=C(C(C1)=O)C(=C(C=C2F)F)NCCCCCC)F (2-[4-(N-acetyl-N-ethoxycarbonylmethylamino)-3-fluorophenyl]-6,8-difluoro-5-hexylamino-4H-1-benzopyran-4-one), O (water). Isolated yield 76.8%. Procedure: 143 mg (0.276 mmol) of Compound 74 obtained in Example 74 was dissolved in 12 ml of dioxane, 8 ml of concentrated hydrochloric acid was added and the mixture was heated ar reflux for 10 minutes. The reaction solution was cooled on ice, water was added and the mixture was extracted with ethyl acetate. The organic layer was washed twice with water and once with an aqueous saturated solution of sodium chloride and dried over anhydrous sodium sulfate, and the solvent was distilled off under reduced ... Product: C(=O)(O)CNC1=C(C=C(C=C1)C=1OC2=C(C(C1)=O)C(=C(C=C2F)F)NCCCCCC)F (2-(4-Carboxymethylamino-3-fluorophenyl)-6,8-difluoro-5-hexylamino-4H-1-benzopyran-4-one). RXN SMILES: [Cl:1][C:2]([Cl:13])=[CH:3][O:4][C:5]1[CH:6]=[C:7]([CH:10]=[CH:11][CH:12]=1)[CH:8]=[O:9].[C-:14]#[N:15].[Na+].C(O)(=O)C>C(O)C.O>[Cl:1][C:2]([Cl:13])=[CH:3][O:4][C:5]1[CH:6]=[C:7]([CH:10]=[CH:11][CH:12]=1)[CH:8]([OH:9])[C:14]#[N:15] |f:1.2|. Isolated yield 91.9%. The solvent is O (H2O), C(C)O (ethanol), O (water). The product is ClC(=COC=1C=C(C(C#N)O)C=CC1)Cl (3-(2,2-dichlorovinyloxy)mandelonitrile). Reported procedure: To the combined solutions of 30 g of 3-(2,2-dichlorovinyloxy)benzaldehyde in 320 ml of ethanol and 15 g of NaCN in 30 ml water are added 39 ml of acetic acid dropwise at 0°-5° C. in the course of 1 hour. The resultant solution is stirred for 1 hour at 20°-25° C. and subsequently diluted with 1000 ml of H2O. The product is extracted with toluene, washed and evaporated, to yield 31 g of 3-(2,2-dichlorovinyloxy)mandelonitrile. The crude product can be processed without further purification. Reactants: resultant solution, ClC(=COC=1C=C(C=O)C=CC1)Cl (3-(2,2-dichlorovinyloxy)benzaldehyde), [C-]#N.[Na+] (NaCN), C(C)(=O)O (acetic acid). The reactants are O=C1CCC(=O)N1Br, ClC(Cl)Cl, CCCS(=O)(=O)Nc1ccc(F)c(C(=O)Nc2cnc3[nH]ccc3c2)c1F. Yields the product CCCS(=O)(=O)Nc1ccc(F)c(C(=O)Nc2cnc3[nH]cc(Br)c3c2)c1F. As a reaction SMILES: [Br:28][N:29]1[C:30](=[O:31])[CH2:32][CH2:33][C:34]1=[O:35].[Cl:36][CH:37]([Cl:38])[Cl:39].[F:1][c:2]1[c:3]([C:4](=[O:5])[NH:6][c:7]2[cH:8][c:9]3[c:10]([n:11][cH:12]2)[nH:13][cH:14][cH:15]3)[c:16]([F:27])[cH:17][cH:18][c:19]1[NH:20][S:21](=[O:22])(=[O:23])[CH2:24][CH2:25][CH3:26]>>[F:1][c:2]1[c:3]([C:4](=[O:5])[NH:6][c:7]2[cH:8][c:9]3[c:10]([n:11][cH:12]2)[nH:13][cH:14][c:15]3[Br:28])[c:16]([F:27])[cH:17][cH:18][c:19]1[NH:20][S:21](=[O:22])(=[O:23])[CH2:24][CH2:25][CH3:26].